This data is from the Open Reaction Database (ORD), a public repository of structured organic reaction records. The task is: describe an organic reaction: reactants, conditions, products, and yield The reactants are FC1=CC=C(C=C1)N1C=NC=C1 (1-(4-fluorophenyl)imidazole), BrCCC (1-bromopropane). Run in C1CCOC1 (THF). Product: [Br-].FC1=CC=C(C=C1)[N+]1=CN(C=C1)CCC (1-(4-fluorophenyl)-3-propyl imidazolium bromide). As a reaction SMILES: [F:1][C:2]1[CH:7]=[CH:6][C:5]([N:8]2[CH:12]=[CH:11][N:10]=[CH:9]2)=[CH:4][CH:3]=1.[Br:13][CH2:14][CH2:15][CH3:16]>C1COCC1>[Br-:13].[F:1][C:2]1[CH:3]=[CH:4][C:5]([N+:8]2[CH:12]=[CH:11][N:10]([CH2:14][CH2:15][CH3:16])[CH:9]=2)=[CH:6][CH:7]=1 |f:3.4|. Reported procedure: According to the general synthesis procedure, 3.09 mmol (0.50 g) 1-(4-fluorophenyl)imidazole and 3.09 mmol (0.380 g) 1-bromopropane are dissolved in 5 ml THF and heated for 12 h to 120° C. Starting materials: C(=O)(Cl)Cl (phosgene), Cl.NC1=C(C(=O)O)C(=CC=C1)[N+](=O)[O-] (2-amino-6-nitrobenzoic acid hydrochloride), C(=O)(Cl)Cl (phosgene). Run in O (water), O1CCCC1 (tetrahydrofuran), O (water). Reaction conditions: time 3 hour. Product: [N+](=O)([O-])C=1C=CC=C2C1C(=O)OC(N2)=O (6-nitroisatoic acid anhydride). Reaction SMILES: Cl.[NH2:2][C:3]1[CH:11]=[CH:10][CH:9]=[C:8]([N+:12]([O-:14])=[O:13])[C:4]=1[C:5]([OH:7])=[O:6].[C:15](Cl)(Cl)=[O:16]>O.O1CCCC1>[N+:12]([C:8]1[CH:9]=[CH:10][CH:11]=[C:3]2[NH:2][C:15](=[O:16])[O:7][C:5](=[O:6])[C:4]=12)([O-:14])=[O:13] |f:0.1|. Reported procedure: A solution of 56.5 g of 2-amino-6-nitrobenzoic acid hydrochloride in 200 ml of demineralized water and 200 ml of tetrahydrofuran is cooled to 10° while stirring and treated with phosgene at 10°-30° for 1 hour, a precipitate resulting. The mixture is subsequently diluted with 300 ml of demineralized water and air is conducted through the suspension vigorously for about 3 hours (until the sample is negative for phosgene). The precipitate is filtered off, washed with water and dried in vacuo over p... Starting materials: [Br-], Cc1nc(-c2cnco2)sc1C(=O)NCc1ccccc1, [Li]CCCC, [Zn+]Cc1ccccc1, [Cl-], I, [NH4+], C1CCOC1. Yields the product Cc1nc(-c2cnc(Cc3ccccc3)o2)sc1C(=O)NCc1ccccc1. RXN SMILES: [Br-:28].[CH2:1]([c:2]1[cH:3][cH:4][cH:5][cH:6][cH:7]1)[NH:8][C:9](=[O:10])[c:11]1[c:12]([CH3:21])[n:13][c:14](-[c:16]2[cH:17][n:18][cH:19][o:20]2)[s:15]1.[CH2:22]([Li:23])[CH2:24][CH2:25][CH3:26].[CH2:29]([c:30]1[cH:31][cH:32][cH:33][cH:34][cH:35]1)[Zn+:36].[Cl-:37].[I:27].[NH4+:38].[O:39]1[CH2:40][CH2:41][CH2:42][CH2:43]1>>[CH2:1]([c:2]1[cH:3][cH:4][cH:5][cH:6][cH:7]1)[NH:8][C:9](=[O:10])[c:11]1[c:12]([CH3:21])[n:13][c:14](-[c:16]2[cH:17][n:18][c:19]([CH2:29][c:30]3[cH:31][cH:32][cH:33][cH:34][cH:35]3)[o:20]2)[s:15]1. Starting materials: ClC1=NC(=C2N=CN(C2=N1)C1CCCC1)Cl (2,6-dichloro-9-cyclopentylpurine), C(CCCC)N (pentylamine). The product is ClC1=NC(=C2N=CN(C2=N1)C1CCCC1)NCCCCC (2-Chloro-6-(pentylamino)-9-cyclopentylpurine). Reaction SMILES: [Cl:1][C:2]1[N:10]=[C:9]2[C:5]([N:6]=[CH:7][N:8]2[CH:11]2[CH2:15][CH2:14][CH2:13][CH2:12]2)=[C:4](Cl)[N:3]=1.[CH2:17]([NH2:22])[CH2:18][CH2:19][CH2:20][CH3:21]>C(N(CC)CC)C>[Cl:1][C:2]1[N:10]=[C:9]2[C:5]([N:6]=[CH:7][N:8]2[CH:11]2[CH2:15][CH2:14][CH2:13][CH2:12]2)=[C:4]([NH:22][CH2:17][CH2:18][CH2:19][CH2:20][CH3:21])[N:3]=1. The solvent is C(C)N(CC)CC (triethylamine). Reported procedure: 2-Chloro-6-(pentylamino)-9-cyclopentylpurine is prepared from 2,6-dichloro-9-cyclopentylpurine, pentylamine, and triethylamine essentially as described above in Example 1, Scheme A, step b. The reactants are ClC=1C=NC=2N(C1)N=C(C2)C(=O)O (6-chloro-pyrazolo[1,5-a]pyrimidine-2-carboxylic acid), COC=1C=C2CCNC(C2=CC1OC)C (6,7-dimethoxy-1-methyl-1,2,3,4-tetrahydro-isoquinoline). The product is ClC=1C=NC=2N(C1)N=C(C2)C(=O)N2C(C1=CC(=C(C=C1CC2)OC)OC)C ((6-Chloro-pyrazolo[1,5-a]pyrimidin-2-yl)-(6,7-dimethoxy-1-methyl-3,4-dihydro-1H-isoquinolin-2-yl)-methanone). Reaction SMILES: [Cl:1][C:2]1[CH:3]=[N:4][C:5]2[N:6]([N:8]=[C:9]([C:11]([OH:13])=O)[CH:10]=2)[CH:7]=1.[CH3:14][O:15][C:16]1[CH:17]=[C:18]2[C:23](=[CH:24][C:25]=1[O:26][CH3:27])[CH:22]([CH3:28])[NH:21][CH2:20][CH2:19]2>>[Cl:1][C:2]1[CH:3]=[N:4][C:5]2[N:6]([N:8]=[C:9]([C:11]([N:21]3[CH2:20][CH2:19][C:18]4[C:23](=[CH:24][C:25]([O:26][CH3:27])=[C:16]([O:15][CH3:14])[CH:17]=4)[CH:22]3[CH3:28])=[O:13])[CH:10]=2)[CH:7]=1. Procedure: In close analogy to the procedure described in Example 1, 6-chloro-pyrazolo[1,5-a]pyrimidine-2-carboxylic acid is reacted with 6,7-dimethoxy-1-methyl-1,2,3,4-tetrahydro-isoquinoline to provide the title compound in moderate yield. Starting materials: O (water), COC1=C(C=CC=C1)NC1=NNC=C1 (N-(2-Methoxyphenyl)-1H-pvrazol-3-amine), [OH-].[K+] (potassium hydroxide), CI (methyl iodide). The solvent is CS(=O)C (dimethylsulphoxide). Run at time 5 minute. The product is COC1=C(C=CC=C1)NC1=NN(C=C1)C (N-(2-Methoxyphenyl)-1-methyl-1H-pyrazol-3-amine). RXN SMILES: [CH3:1][O:2][C:3]1[CH:8]=[CH:7][CH:6]=[CH:5][C:4]=1[NH:9][C:10]1[CH:14]=[CH:13][NH:12][N:11]=1.[OH-].[K+].[CH3:17]I.O>CS(C)=O>[CH3:1][O:2][C:3]1[CH:8]=[CH:7][CH:6]=[CH:5][C:4]=1[NH:9][C:10]1[CH:14]=[CH:13][N:12]([CH3:17])[N:11]=1 |f:1.2|. Procedure details: The pyrazole from Example 5 (b) (4.0 g) was added to a mixture of crushed potassium hydroxide pellets (4.7 g) in dry dimethylsulphoxide, which had previously been stirred for 5 minutes under nitrogen at room temperature. After stirring for 0.75 hours, methyl iodide (3.1 g) was added to the red solution and stirring was maintained for a further 0.75 hours. The reaction mix was poured into water, extracted with ethyl acetate, the organic layer washed, dried, evaporated and chromatographed to give ... Reactants: O (water), [H-].[Na+] (sodium hydride), ClC1=CC=C(C=C1)CCCCCC(C(=O)OCC)C(=O)OCC (ethyl 7-(4-chlorophenyl)-2-ethoxycarbonylheptanoate), BrN1C(CCC1=O)=O (N-bromosuccinimide). Run in O1CCCC1 (tetrahydrofuran). Conditions: time 15 minute. The product is BrC(C(=O)OCC)(CCCCCC1=CC=C(C=C1)Cl)C(=O)OCC (ethyl 2-bromo-7-(4-chlorophenyl)-2-ethoxycarbonylheptanoate). Isolated yield 78.5%. Reaction SMILES: [H-].[Na+].[Cl:3][C:4]1[CH:9]=[CH:8][C:7]([CH2:10][CH2:11][CH2:12][CH2:13][CH2:14][CH:15]([C:21]([O:23][CH2:24][CH3:25])=[O:22])[C:16]([O:18][CH2:19][CH3:20])=[O:17])=[CH:6][CH:5]=1.[Br:26]N1C(=O)CCC1=O.O>O1CCCC1>[Br:26][C:15]([C:16]([O:18][CH2:19][CH3:20])=[O:17])([CH2:14][CH2:13][CH2:12][CH2:11][CH2:10][C:7]1[CH:8]=[CH:9][C:4]([Cl:3])=[CH:5][CH:6]=1)[C:21]([O:23][CH2:24][CH3:25])=[O:22] |f:0.1|. Procedure: 8.1 g (0.186 mol) of 55% sodium hydride in a mineral oil suspension is added in portions to a solution of 63.4 g (0.186 mol) of ethyl 7-(4-chlorophenyl)-2-ethoxycarbonylheptanoate (BM 13.861) in 500 ml of absolute tetrahydrofuran, and stirred for another 15 minutes to complete the salt formation. Then 33.1 g (0.186 mol) of N-bromosuccinimide is added and the mixture is stirred for 8 h at room temperature. Then it is poured into water, acidified, and extracted with ether. The combined extracts ar...